From a dataset of the Open Reaction Database (ORD), a public repository of structured organic reaction records. describe an organic reaction: reactants, conditions, products, and yield Starting materials: C(#N)CCOCCl (chloromethyl 2-cyanoethyl ether), C(C)(=O)NC=1C=2N=CN([C@H]3[C@H](O)[C@H](O)[C@@H](COC(C4=CC=C(C=C4)OC)(C4=CC=C(C=C4)OC)C4=CC=CC=C4)O3)C2N=CN1 (N6-Acetyl-5′-O-(4,4′-dimethoxytrityl)adenosine), C(C)(C)N(CC)C(C)C (diisopropylethylamine), dibutylstannyl dichloride, C([O-])(O)=O.[Na+] (sodium bicarbonate). The solvent is ClCCCl (1,2-dichloroethane). Reaction conditions: temperature 80 celsius, time 1 hour. The product is C(C)(=O)NC=1C=2N=CN([C@H]3[C@H](OCOCCC#N)[C@H](O)[C@@H](COC(C4=CC=C(C=C4)OC)(C4=CC=C(C=C4)OC)C4=CC=CC=C4)O3)C2N=CN1 (N6-acetyl-5′-O-(4,4′-dimethoxytrityl)-2′-O-(2-cyanoethoxymethyl) adenosine). The yield is 29.9%. As a reaction SMILES: [C:1]([NH:4][C:5]1[C:6]2[N:7]=[CH:8][N:9]([C:42]=2[N:43]=[CH:44][N:45]=1)[C@@H:10]1[O:41][C@H:15]([CH2:16][O:17][C:18]([C:35]2[CH:40]=[CH:39][CH:38]=[CH:37][CH:36]=2)([C:27]2[CH:32]=[CH:31][C:30]([O:33][CH3:34])=[CH:29][CH:28]=2)[C:19]2[CH:24]=[CH:23][C:22]([O:25][CH3:26])=[CH:21][CH:20]=2)[C@@H:13]([OH:14])[C@H:11]1[OH:12])(=[O:3])[CH3:2].C(N(C(C)C)CC)(C)C.[C:55]([CH2:57][CH2:58][O:59][CH2:60]Cl)#[N:56].C(=O)(O)[O-].[Na+]>ClCCCl>[C:1]([NH:4][C:5]1[C:6]2[N:7]=[CH:8][N:9]([C:42]=2[N:43]=[CH:44][N:45]=1)[C@@H:10]1[O:41][C@H:15]([CH2:16][O:17][C:18]([C:35]2[CH:36]=[CH:37][CH:38]=[CH:39][CH:40]=2)([C:19]2[CH:20]=[CH:21][C:22]([O:25][CH3:26])=[CH:23][CH:24]=2)[C:27]2[CH:32]=[CH:31][C:30]([O:33][CH3:34])=[CH:29][CH:28]=2)[C@@H:13]([OH:14])[C@H:11]1[O:12][CH2:60][O:59][CH2:58][CH2:57][C:55]#[N:56])(=[O:3])[CH3:2] |f:3.4|. Procedure: N6-Acetyl-5′-O-(4,4′-dimethoxytrityl)adenosine (22.0 g, 36.0 mmol) was dissolved in 170 mL of 1,2-dichloroethane, and 16.3 g of diisopropylethylamine (126 mmol) was added, and 12.1 g of dibutylstannyl dichloride (39.7 mmol) was added subsequently. Then, the reaction was performed at room temperature for 1 hour. Then, the reaction solution was heated up to 80° C., and 4.30 g of chloromethyl 2-cyanoethyl ether (36.0 mmol) was added dropwise, and the solution was stirred for 30 minutes. After the r... Starting materials: O=[N+]([O-])c1cc(I)ccc1CBr, CS(C)=O, [Na+], O=C([O-])O, O. The product is O=Cc1ccc(I)cc1[N+](=O)[O-]. RXN SMILES: [Br:6][CH2:7][c:8]1[c:9]([N+:15](=[O:16])[O-:17])[cH:10][c:11]([I:14])[cH:12][cH:13]1.[CH3:18][S:19]([CH3:20])=[O:21].[Na+:5].[O-:1][C:2](=[O:3])[OH:4].[OH2:22]>>[CH:2](=[O:4])[c:8]1[c:9]([N+:15](=[O:16])[O-:17])[cH:10][c:11]([I:14])[cH:12][cH:13]1.